This data is from the Open Reaction Database (ORD), a public repository of structured organic reaction records. The task is: describe an organic reaction: reactants, conditions, products, and yield The reactants are C(C)(C)N (isopropylamine), ClC=1C(=C(C(=CC1[N+](=O)[O-])Cl)C)[N+](=O)[O-] (3,6-dichloro-2,4-dinitrotoluene). Solvent: C(C)O (ethanol). Reaction conditions: time 2 hour. Yields the product ClC1=C(C(=C(NC(C)C)C(=C1)[N+](=O)[O-])[N+](=O)[O-])C (4-Chloro-N-isopropyl-3-methyl-2,6-dinitroaniline). The yield is 93.2%. RXN SMILES: Cl[C:2]1[C:3]([N+:13]([O-:15])=[O:14])=[C:4]([CH3:12])[C:5]([Cl:11])=[CH:6][C:7]=1[N+:8]([O-:10])=[O:9].[CH:16]([NH2:19])([CH3:18])[CH3:17]>C(O)C>[Cl:11][C:5]1[CH:6]=[C:7]([N+:8]([O-:10])=[O:9])[C:2]([NH:19][CH:16]([CH3:18])[CH3:17])=[C:3]([N+:13]([O-:15])=[O:14])[C:4]=1[CH3:12]. Reported procedure: To a stirred mixture of 10.0 grams (0.04 mole) of 3,6-dichloro-2,4-dinitrotoluene in 50 ml. of ethanol is added 9.0 grams (0.15 mole) of isopropylamine. The mixture is stirred at room temperature for 2 hours and then at reflux for one hour. The solution is allowed to cool to room temperature and the crystalline precipitate is filtered and washed with a little hexane to give 10.2 grams of golden crystals, melting point 69° C. to 73° C. Two recrystallizations from methanol give the analytically pu... The reactants are C(CC(=O)O)(=O)O (Malonic acid), S(O)(O)(=O)=O (sulfuric acid), C(C)C1CCC(CC1)=O (4-ethylcyclohexanone). Solvent: C(C)(=O)OC(C)=O (acetic anhydride). Yields the product CC1(OC(=O)CC(=O)O1)C (meldrum's acid). Isolated yield 124.9%. Reaction SMILES: [C:1]([OH:7])(=[O:6])[CH2:2][C:3]([OH:5])=[O:4].S(=O)(=O)(O)O.[CH2:13]([CH:15]1CCC(=O)CC1)[CH3:14]>C(OC(=O)C)(=O)C>[CH3:14][C:13]1([CH3:15])[O:7][C:1](=[O:6])[CH2:2][C:3](=[O:5])[O:4]1. Procedure details: Malonic acid (5.2 g, 0.05 mol) and concentrated sulfuric acid (0.5 ml) were added to acetic anhydride (10 ml), and therein the source compound was dissolved thoroughly while stirring at room temperature. Thereto, 4-ethylcyclohexanone (6.31 g, 0.05 mol) was slowly added dropwise while cooling in an ice bath. The stirring of the admixture was continued in an ice bath, and colorless crystals separated out as the reaction progressed. These crystals were filtered off, washed with distilled water, and... The reactants are Cc1ccccc1, OCc1cccc(Oc2ccccc2)c1, O=S(Br)Br, c1ccncc1. Product: BrCc1cccc(Oc2ccccc2)c1. Reaction SMILES: [CH3:26][c:27]1[cH:28][cH:29][cH:30][cH:31][cH:32]1.[O:1]([c:2]1[cH:3][cH:4][cH:5][cH:6][cH:7]1)[c:8]1[cH:9][c:10]([CH2:11][OH:12])[cH:13][cH:14][cH:15]1.[S:16]([Br:17])([Br:18])=[O:19].[cH:20]1[cH:21][cH:22][n:23][cH:24][cH:25]1>>[O:1]([c:2]1[cH:3][cH:4][cH:5][cH:6][cH:7]1)[c:8]1[cH:9][c:10]([CH2:11][Br:18])[cH:13][cH:14][cH:15]1. The reactants are CN1CC(=O)N2C(Cc3c([nH]c4ccccc34)C2c2ccc3c(c2)OCO3)C1=O, CC1C(=O)N2C(Cc3c([nH]c4ccccc34)C2c2ccc3c(c2)OCO3)C(=O)N1C. Yields the product O=C1NCC(=O)N2C1Cc1c([nH]c3ccccc13)C2c1ccc2c(c1)OCO2. As a reaction SMILES: [CH3:1][N:2]1[C:3](=[O:29])[CH:4]2[CH2:5][c:6]3[c:7]([nH:8][c:9]4[cH:10][cH:11][cH:12][cH:13][c:14]34)[CH:15]([c:20]3[cH:21][c:22]4[c:23]([cH:24][cH:25]3)[O:26][CH2:27][O:28]4)[N:16]2[C:17](=[O:19])[CH2:18]1.[CH3:30][N:31]1[CH:32]([CH3:33])[C:34](=[O:35])[N:36]2[CH:37]([CH2:38][c:39]3[c:40]4[cH:41][cH:42][cH:43][cH:44][c:45]4[nH:46][c:47]3[CH:48]2[c:49]2[cH:50][cH:51][c:52]3[c:56]([cH:57]2)[O:55][CH2:54][O:53]3)[C:58]1=[O:59]>>[NH:2]1[C:3](=[O:29])[CH:4]2[CH2:5][c:6]3[c:7]([nH:8][c:9]4[cH:10][cH:11][cH:12][cH:13][c:14]34)[CH:15]([c:20]3[cH:21][c:22]4[c:23]([cH:24][cH:25]3)[O:26][CH2:27][O:28]4)[N:16]2[C:17](=[O:19])[CH2:18]1. Reactants: COC=1C=CC(=C(C1)N)C1C(C2=CC=C(C=C2CC1)OC)(C)C (5-methoxy-2-(6-methoxy-1,1-dimethyl-1,2,3,4-tetrahydronaphthalen-2-yl)phenylamine), Cl.FC=1C=C(C(=O)O)C=CC1OCCN1CCCCC1 (3-fluoro-4-(2-piperidin-1-ylethoxy)benzoic acid hydrochloride), FC=1C=C(CNC2=C(C=CC(=C2)OC)C2C(C3=CC=C(C=C3CC2)OC)(C)C)C=CC1OCCN1CCCCC1 ([3-fluoro-4-(2-piperidin-1-ylethoxy)benzyl][5-methoxy-2-(6-methoxy-1,1-dimethyl-1,2,3,4-tetrahydronaphthalen-2-yl)phenyl]amine). Yields the product C(C)N(C1=C(C=CC(=C1)OC)C1C(C2=CC=C(C=C2CC1)OC)(C)C)CC1=CC(=C(C=C1)OCCN1CCCCC1)F (ethyl [3-fluoro-4-(2-piperidin-1-ylethoxy)benzyl][5-methoxy-2-(6-methoxy-1,1-dimethyl-1,2,3,4-tetrahydronaphthalen-2-yl)phenyl]amine). RXN SMILES: COC1C=CC(C2CCC3C(=CC=C(OC)C=3)C2(C)C)=C(N)C=1.Cl.[F:25][C:26]1[CH:27]=[C:28]([CH:32]=[CH:33][C:34]=1[O:35][CH2:36][CH2:37][N:38]1[CH2:43][CH2:42][CH2:41][CH2:40][CH2:39]1)[C:29](O)=O.FC1C=[C:47](C=CC=1OCCN1CCCCC1)[CH2:48][NH:49][C:50]1[CH:55]=[C:54]([O:56][CH3:57])[CH:53]=[CH:52][C:51]=1[CH:58]1[CH2:67][CH2:66][C:65]2[C:60](=[CH:61][CH:62]=[C:63]([O:68][CH3:69])[CH:64]=2)[C:59]1([CH3:71])[CH3:70]>>[CH2:48]([N:49]([CH2:29][C:28]1[CH:32]=[CH:33][C:34]([O:35][CH2:36][CH2:37][N:38]2[CH2:43][CH2:42][CH2:41][CH2:40][CH2:39]2)=[C:26]([F:25])[CH:27]=1)[C:50]1[CH:55]=[C:54]([O:56][CH3:57])[CH:53]=[CH:52][C:51]=1[CH:58]1[CH2:67][CH2:66][C:65]2[C:60](=[CH:61][CH:62]=[C:63]([O:68][CH3:69])[CH:64]=2)[C:59]1([CH3:70])[CH3:71])[CH3:47] |f:1.2|. Procedure details: Synthesized from 5-methoxy-2-(6-methoxy-1,1-dimethyl-1,2,3,4-tetrahydronaphthalen-2-yl)phenylamine and 3-fluoro-4-(2-piperidin-1-ylethoxy)benzoic acid hydrochloride according to an analogous synthetic method to Example 114, [3-fluoro-4-(2-piperidin-1-ylethoxy)benzyl][5-methoxy-2-(6-methoxy-1,1-dimethyl-1,2,3,4-tetrahydronaphthalen-2-yl)phenyl]amine (306 mg) was used according to an analogous synthetic method to Example 36 to provide ethyl [3-fluoro-4-(2-piperidin-1-ylethoxy)benzyl][5-methoxy-2-(... The reactants are [N+](=O)([O-])C1=C(C(=CC(=C1)[N+](=O)[O-])C(F)(F)F)Cl (2,4-dinitro-6-trifluoromethylchlorobenzene), Cl (hydrochloric acid), O[Li].O (LiOH.H2O), FC1(OC2=C(O1)C=CC=C2N)F (2,2-difluoro-4-amino-1,3-benzodioxole). Run in CS(=O)C (dimethyl sulfoxide), O (water), CS(=O)C (dimethyl sulfoxide). Conditions: time 20 minute. Yields the product FC1(OC2=C(O1)C=CC=C2NC2=C(C=C(C=C2C(F)(F)F)[N+](=O)[O-])[N+](=O)[O-])F (2,2-difluoro-4-[2',4'-dinitro-6'-(trifluoromethyl)anilino]-1,3-benzodioxole). Reaction SMILES: O[Li].O.[F:4][C:5]1([F:15])[O:9][C:8]2[CH:10]=[CH:11][CH:12]=[C:13]([NH2:14])[C:7]=2[O:6]1.[N+:16]([C:19]1[CH:24]=[C:23]([N+:25]([O-:27])=[O:26])[CH:22]=[C:21]([C:28]([F:31])([F:30])[F:29])[C:20]=1Cl)([O-:18])=[O:17].Cl>CS(C)=O.O>[F:15][C:5]1([F:4])[O:9][C:8]2[CH:10]=[CH:11][CH:12]=[C:13]([NH:14][C:20]3[C:21]([C:28]([F:30])([F:31])[F:29])=[CH:22][C:23]([N+:25]([O-:27])=[O:26])=[CH:24][C:19]=3[N+:16]([O-:18])=[O:17])[C:7]=2[O:6]1 |f:0.1|. Procedure details: 20.8 g of LiOH.H2O are added at 0° C. to a solution of 24.5 g of 2,2-difluoro-4-amino-1,3-benzodioxole in 70 ml of dimethyl sulfoxide. The mixture is then stirred for 20 minutes. Subsequently, a solution of 38.3 g of 2,4-dinitro-6-trifluoromethylchlorobenzene in 70 ml of dimethyl sulfoxide is added, and the resultant reaction mixture is stirred at 0° C. for 20 minutes and then heated to room temperature. After 5 hours, the mixture is poured into 350 ml of water, acidified with dilute hydrochlori... The reactants are CC(C)CC(NC(CCO[Si](C)(C)C(C)(C)C)C(=O)OC(C)(C)C)C(=O)O, NCc1ccccc1, CN(C)C=O, Oc1cccc2[nH]nnc12. Product: CC(C)CC(NC(CCO[Si](C)(C)C(C)(C)C)C(=O)OC(C)(C)C)C(=O)NCc1ccccc1. As a reaction SMILES: [CH3:1][C:2]([CH3:3])([O:4][C:5](=[O:6])[CH:7]([CH2:8][CH2:9][O:10][Si:11]([CH3:12])([CH3:13])[C:14]([CH3:15])([CH3:16])[CH3:17])[NH:18][CH:19]([CH2:20][CH:21]([CH3:22])[CH3:23])[C:24](=[O:25])[OH:26])[CH3:27].[NH2:28][CH2:29][c:30]1[cH:31][cH:32][cH:33][cH:34][cH:35]1.[O:46]=[CH:47][N:48]([CH3:49])[CH3:50].[OH:36][c:37]1[c:38]2[n:39][n:40][nH:41][c:42]2[cH:43][cH:44][cH:45]1>>[CH3:1][C:2]([CH3:3])([O:4][C:5](=[O:6])[CH:7]([CH2:8][CH2:9][O:10][Si:11]([CH3:12])([CH3:13])[C:14]([CH3:15])([CH3:16])[CH3:17])[NH:18][CH:19]([CH2:20][CH:21]([CH3:22])[CH3:23])[C:24](=[O:25])[NH:28][CH2:29][c:30]1[cH:31][cH:32][cH:33][cH:34][cH:35]1)[CH3:27].